This data is from the Open Reaction Database (ORD), a public repository of structured organic reaction records. The task is: describe an organic reaction: reactants, conditions, products, and yield Starting materials: C(N)(=O)C(C)C1=C2C(=NNC2=CC=C1Cl)C1=CC=CC=C1 (1-carbamoylethyl-3-phenyl-5-chloroindazole), [H-].[Al+3].[Li+].[H-].[H-].[H-] (lithium aluminum hydride). The product is Cl.NC(CC)C1=C2C(=NNC2=CC=C1Cl)C1=CC=CC=C1 (1-aminopropyl-3-phenyl-5-chloroindazole hydrochloride). Isolated yield 74.4%. Reaction SMILES: C(C([C:6]1[C:14]([Cl:15])=[CH:13][CH:12]=[C:11]2[C:7]=1[C:8]([C:16]1[CH:21]=[CH:20][CH:19]=[CH:18][CH:17]=1)=[N:9][NH:10]2)C)(=O)N.[H-].[Al+3].[Li+].[H-].[H-].[H-]>>[ClH:15].[NH2:9][CH:8]([C:6]1[C:14]([Cl:15])=[CH:13][CH:12]=[C:11]2[C:7]=1[C:8]([C:16]1[CH:17]=[CH:18][CH:19]=[CH:20][CH:21]=1)=[N:9][NH:10]2)[CH2:7][CH3:6] |f:1.2.3.4.5.6,7.8|. Procedure details: By the procedure similar to that described in Example 27, 1-carbamoylethyl-3-phenyl-5-chloroindazole (m.p. 156°-157° C) (5.0 g) was treated with the use of lithium aluminum hydride (1.5 g) to obtain 2.0 g of 1-aminopropyl-3-phenyl-5-chloroindazole hydrochloride having a melting point between 163°-164° C after recrystallization from ethanol-ether. The reactants are COC=1C=C(C=CC1)C=1N(C=CN1)C (2-(3-Methoxyphenyl)-1-methyl-1H-imidazole), B(Br)(Br)Br (boron tribromide), C([O-])(O)=O.[Na+] (sodium bicarbonate). Solvent: ClCCl (dichloromethane). Reaction conditions: temperature 0 celsius, time 40 hour. Yields the product CN1C(=NC=C1)C=1C=C(C=CC1)O (3-(1-Methyl-1H-imidazol-2-yl)phenol). The yield is 31.0%. Reaction SMILES: C[O:2][C:3]1[CH:4]=[C:5]([C:9]2[N:10]([CH3:14])[CH:11]=[CH:12][N:13]=2)[CH:6]=[CH:7][CH:8]=1.B(Br)(Br)Br.C(=O)(O)[O-].[Na+]>ClCCl>[CH3:14][N:10]1[CH:11]=[CH:12][N:13]=[C:9]1[C:5]1[CH:4]=[C:3]([OH:2])[CH:8]=[CH:7][CH:6]=1 |f:2.3|. Reported procedure: To a stirred solution of 2-(3-methoxyphenyl)-1-methyl-1H-imidazole (step 1, 724 mg, 3.8 mmol) in dichloromethane (2 mL) was added a solution of boron tribromide (1 M in dichloromethane, 5 mL) at 0° C. The mixture was stirred at 0° C. for 3 h and at room temperature for 40 h. The mixture was poured into aqueous sodium bicarbonate solution (10 mL). The precipitated solids were collected by filtration and dried under reduced pressure to afford 205 mg (31%) of the title compound as a pale brown soli... Reactants: Br.C(N)(=O)NC(=N)CCN1C(OCC1)=O (N-[2-(Carbamylamidino)ethyl]oxazolidinone Hydrobromide). The solvent is Br (HBr), C(C)(=O)O (acetic acid). Reaction conditions: temperature 120 celsius. Product: Br.Br.C(N)(=O)NC(=N)CCNCCBr (2-[(Carbamylamidino)ethylamino]ethyl Bromide Dihydrobromide). Isolated yield 242.8%. Reaction SMILES: [BrH:1].[C:2]([NH:5][C:6]([CH2:8][CH2:9][N:10]1[CH2:14][CH2:13]OC1=O)=[NH:7])(=[O:4])[NH2:3]>Br.C(O)(=O)C>[BrH:1].[BrH:1].[C:2]([NH:5][C:6]([CH2:8][CH2:9][NH:10][CH2:14][CH2:13][Br:1])=[NH:7])(=[O:4])[NH2:3] |f:0.1,4.5.6|. Procedure details: A mixture of 44 (20 g, 0.07 mol) in 200 mL of 30-32% HBr in acetic acid was vigorously stirred along with gradual heating (temperature up to 120° C.) over a period of 1 h. The mixture was cooled and filtered. The colorless crystals were washed with acetic acid (200 mL), ether (200 mL) and dried in vacuo overnight to give 22.6 g (80%) of 45: mp 170°-172° C. (dec) (note: Incomplete reaction will occur if the stirring is not efficient); 1H NMR (DMSO-d6) δ 3.05 [t, 2, --CH2 --C(N=)], 3.5 (b, 4, --CH... Yields the product COC(=O)c1c(C)cccc1COC1CCCC(OCC=O)C1. As a reaction SMILES: [CH2:1]([CH:2]=[CH2:3])[O:4][CH:5]1[CH2:6][CH:7]([O:11][CH2:12][c:13]2[c:14]([C:15](=[O:16])[O:17][CH3:18])[c:19]([CH3:23])[cH:20][cH:21][cH:22]2)[CH2:8][CH2:9][CH2:10]1.[CH3:30][C:31]([OH:32])([CH3:33])[CH3:34].[CH3:42][CH2:43][O:44][CH2:45][CH3:46].[I+3:24]([O-:25])([O-:26])([O-:27])[O-:28].[Na+:29].[Na+:40].[Na+:41].[OH2:47].[S:35]([O-:36])([O-:37])(=[O:38])=[S:39]>>[CH2:1]([CH:2]=[O:25])[O:4][CH:5]1[CH2:6][CH:7]([O:11][CH2:12][c:13]2[c:14]([C:15](=[O:16])[O:17][CH3:18])[c:19]([CH3:23])[cH:20][cH:21][cH:22]2)[CH2:8][CH2:9][CH2:10]1. The reactants are C=CCOC1CCCC(OCc2cccc(C)c2C(=O)OC)C1, CC(C)(C)O, CCOCC, [O-][I+3]([O-])([O-])[O-], [Na+], [Na+], [Na+], O, O=S([O-])([O-])=S. The reactants are CC(C)([O-])C.[K+] (Potassium t-butoxide), BrC=1C=C(C=CC1)O (3-bromo-phenol), C(C)OC(C=C(C)Cl)=O (3-chloro-but-2-enoic acid ethyl ester). Run in O1CCCC1 (tetrahydrofuran), O1CCCC1 (tetrahydrofuran). Conditions: temperature 23 celsius. Product: C(C)OC(\C=C(/C)\OC1=CC(=CC=C1)Br)=O ((E)-3-(3-bromo-phenoxy)-but-2-enoic acid ethyl ester). The yield is 38.8%. Reaction SMILES: CC(C)([O-])C.[K+].[Br:7][C:8]1[CH:9]=[C:10]([OH:14])[CH:11]=[CH:12][CH:13]=1.[CH2:15]([O:17][C:18](=[O:23])[CH:19]=[C:20](Cl)[CH3:21])[CH3:16]>O1CCCC1>[CH2:15]([O:17][C:18](=[O:23])/[CH:19]=[C:20](/[O:14][C:10]1[CH:11]=[CH:12][CH:13]=[C:8]([Br:7])[CH:9]=1)\[CH3:21])[CH3:16] |f:0.1|. Procedure: Potassium t-butoxide (10.5 g, 0.094 mol) was added to a stirred solution of 3-bromo-phenol (8.18 g, 0.047 mol) in tetrahydrofuran (30 mL) at 23° C. under nitrogen and the reaction mixture was heated to reflux for 0.75 h. The reaction mixture was cooled to 23° C. and a solution of 3-chloro-but-2-enoic acid ethyl ester (prepared as in Example 191, 7.00 g, 0.047 mol) in tetrahydrofuran (40 mL) was added to the reaction mixture. The reaction mixture was refluxed for an additional 3 h. After this tim... The reactants are CC(=O)O (AcOH), C(C)(=O)OC1CCC=2C1=NC=C(C2N2C[C@H](C[C@H](C2)C(F)(F)F)NC(=O)OC(C)(C)C)[N+](=O)[O-] (4-[(3S,5R)-3-[(tert-butoxycarbonyl)amino]-5-(trifluoromethyl)piperidin-1-yl]-3-nitro-6,7-dihydro-5H-cyclopenta[b]pyridin-7-yl acetate). Reagents/catalysts: [Fe] (iron). Run in CCOC(=O)C (EtOAc). Conditions: time 3 hour. The product is C(C)(=O)OC1CCC=2C1=NC=C(C2N2C[C@H](C[C@H](C2)C(F)(F)F)NC(=O)OC(C)(C)C)N (3-Amino-4-[(3S,5R)-3-[(tert-butoxycarbonyl)amino]-5-(trifluoromethyl)piperidin-1-yl]-6,7-dihydro-5H-cyclopenta[b]pyridin-7-yl acetate). Isolated yield 99.9%. RXN SMILES: [C:1]([O:4][CH:5]1[C:9]2=[N:10][CH:11]=[C:12]([N+:32]([O-])=O)[C:13]([N:14]3[CH2:19][C@H:18]([C:20]([F:23])([F:22])[F:21])[CH2:17][C@H:16]([NH:24][C:25]([O:27][C:28]([CH3:31])([CH3:30])[CH3:29])=[O:26])[CH2:15]3)=[C:8]2[CH2:7][CH2:6]1)(=[O:3])[CH3:2].CC(O)=O>CCOC(C)=O.[Fe]>[C:1]([O:4][CH:5]1[C:9]2=[N:10][CH:11]=[C:12]([NH2:32])[C:13]([N:14]3[CH2:19][C@H:18]([C:20]([F:21])([F:23])[F:22])[CH2:17][C@H:16]([NH:24][C:25]([O:27][C:28]([CH3:31])([CH3:30])[CH3:29])=[O:26])[CH2:15]3)=[C:8]2[CH2:7][CH2:6]1)(=[O:3])[CH3:2]. Procedure: To a mixture of 4-[(3S,5R)-3-[(tert-butoxycarbonyl)amino]-5-(trifluoromethyl)piperidin-1-yl]-3-nitro-6,7-dihydro-5H-cyclopenta[b]pyridin-7-yl acetate (92.3 mg, 0.189 mmol) and iron powder (295.6 mg, 5.293 mmol) was added AcOH (2.0 mL). The mixture was stirred at room temperature for 3 h. The reaction mixture was diluted with EtOAc, filtered through a pad of diatomaceous earth (eluted with EtOAc). The filtrate was washed with a saturated aqueous solution of Na2CO3, dried over Na2SO4, and concentr... Reactants: C=CCBr, CO, C[O-], Cl, [Na+], O, OCc1ncccc1O. Product: C=CCOc1cccnc1CO. Reaction SMILES: [CH2:16]([CH:17]=[CH2:18])[Br:19].[CH3:11][OH:12].[CH3:13][O-:14].[ClH:1].[Na+:15].[OH2:20].[OH:2][c:3]1[c:4]([CH2:9][OH:10])[n:5][cH:6][cH:7][cH:8]1>>[O:2]([c:3]1[c:4]([CH2:9][OH:10])[n:5][cH:6][cH:7][cH:8]1)[CH2:18][CH:17]=[CH2:16].